Dataset: the Open Reaction Database (ORD), a public repository of structured organic reaction records. Task: describe an organic reaction: reactants, conditions, products, and yield The product is 17.5, COC1=CC=C(C=C1)N1CCN(CC1)C1=CC=C(C=C1)N1C(N(CC1)C)=O (1-[4-[4-(4-methoxyphenyl)-1-piperazinyl]phenyl]-3-methyl-2-imidazolidinone). Yield: 73.0%. Reactants: 16.5, ClCCN(C1=CC=C(C=C1)OC)CCCl (N,N-bis(2-chloroethyl)-4-methoxybenzenamine), NC1=CC=C(C=C1)N1C(N(CC1)C)=O (1-(4-aminophenyl)-3-methyl-2-imidazolidinone), C(O)([O-])=O.[Na+] (sodium hydrogen carbonate), C(CCC)O (1-butanol). Procedure details: A mixture of 16.5 parts of N,N-bis(2-chloroethyl)-4-methoxybenzenamine, 12.5 parts of 1-(4-aminophenyl)-3-methyl-2-imidazolidinone, 11 parts of sodium hydrogen carbonate and 240 parts of 1-butanol was stirred and refluxed for 24 hours. After cooling, 100 parts of water were added and the whole was stirred. The precipitated product was filtered off, washed with water and with 1-butanol and dried, yielding 17.5 parts (73%) of 1-[4-[4-(4-methoxyphenyl)-1-piperazinyl]phenyl]-3-methyl-2-imidazolidino... The solvent is O (water). Reaction SMILES: Cl[CH2:2][CH2:3][N:4]([CH2:13][CH2:14]Cl)[C:5]1[CH:10]=[CH:9][C:8]([O:11][CH3:12])=[CH:7][CH:6]=1.[NH2:16][C:17]1[CH:22]=[CH:21][C:20]([N:23]2[CH2:27][CH2:26][N:25]([CH3:28])[C:24]2=[O:29])=[CH:19][CH:18]=1.C(=O)([O-])O.[Na+].C(O)CCC>O>[CH3:12][O:11][C:8]1[CH:9]=[CH:10][C:5]([N:4]2[CH2:13][CH2:14][N:16]([C:17]3[CH:18]=[CH:19][C:20]([N:23]4[CH2:27][CH2:26][N:25]([CH3:28])[C:24]4=[O:29])=[CH:21][CH:22]=3)[CH2:2][CH2:3]2)=[CH:6][CH:7]=1 |f:2.3|. Reactants: COc1ccc(C2C(O)c3ccc(OC)c([N+](=O)[O-])c3C3CCCCC32)cc1, Cc1ccccc1, CCOC(C)=O, Cc1ccc(S(=O)(=O)O)cc1. Product: COc1ccc(C2=Cc3ccc(OC)c([N+](=O)[O-])c3C3CCCCC23)cc1. Reaction SMILES: [CH3:1][O:2][c:3]1[c:4]([N+:26](=[O:27])[O-:28])[c:5]2[c:14]([cH:15][cH:16]1)[CH:13]([OH:17])[CH:12]([c:18]1[cH:19][cH:20][c:21]([O:24][CH3:25])[cH:22][cH:23]1)[CH:11]1[CH:6]2[CH2:7][CH2:8][CH2:9][CH2:10]1.[CH3:40][c:41]1[cH:42][cH:43][cH:44][cH:45][cH:46]1.[CH3:47][CH2:48][O:49][C:50](=[O:51])[CH3:52].[c:29]1([CH3:30])[cH:31][cH:32][c:33]([S:34]([OH:35])(=[O:36])=[O:37])[cH:38][cH:39]1>>[CH3:1][O:2][c:3]1[c:4]([N+:26](=[O:27])[O-:28])[c:5]2[c:14]([cH:15][cH:16]1)[CH:13]=[C:12]([c:18]1[cH:19][cH:20][c:21]([O:24][CH3:25])[cH:22][cH:23]1)[CH:11]1[CH:6]2[CH2:7][CH2:8][CH2:9][CH2:10]1. Reactants: methyl ester, CC(CCCC#CC(=O)O)=C (7-methyl-7-octen-2-ynoic acid), (NH4)2SO4, CN(CCN(C)C)C (tetramethylethylenediamine), cuprous iodide, C[Li] (methyllithium), CO (methanol). Run in CCOCC (ether), C(C)OCC (diethyl ether), CCCCCC (hexane). Conditions: time 30 minute. Product: methyl ester, CC(=CC(=O)O)CCCC(=C)C (3,7-dimethyl-2,7-octadienoic acid). Reaction SMILES: C[Li].[CH3:3]N(C)CCN(C)C.[CH3:11][C:12](=[CH2:21])[CH2:13][CH2:14][CH2:15][C:16]#[C:17][C:18]([OH:20])=[O:19].CO>C(OCC)C.CCCCCC>[CH3:3][C:16]([CH2:15][CH2:14][CH2:13][C:12]([CH3:11])=[CH2:21])=[CH:17][C:18]([OH:20])=[O:19]. Procedure: To 11.0 mmol of cuprous iodide in 30 ml of dry diethyl ether at -40° under nitrogen is added 10.6 mmol of methyllithium in hexane, followed immediately by 13.0 mmol of tetramethylethylenediamine (TMEDA). After stirring for 30 min, the suspension is cooled to about -50°, and 10 mmol of the methyl ester of 7-methyl-7-octen-2-ynoic acid in 1 ml ether is added dropwise. The temperature is maintained at -45° to -50° for 20 min and then 2 ml of methanol is added dropwise to quench the reaction, follow... The reactants are C(#N)C1=CC=C(C2=CC=CC=C12)N=C1SC2(CN1)CCCC2 (2-(4-cyano-1-naphthylimino)-1-thia-3-azaspiro[4.4]nonane), C(C(C)C)Br (isobutyl bromide). Product: C(C(C)C)N1C(SC2(C1)CCCC2)=NC2=CC=C(C1=CC=CC=C21)C#N (3-isobutyl-2-(4-cyano-1-naphthylimino)-1-thia-3-azaspiro[4.4]nonane). As a reaction SMILES: [C:1]([C:3]1[C:12]2[C:7](=[CH:8][CH:9]=[CH:10][CH:11]=2)[C:6]([N:13]=[C:14]2[NH:18][CH2:17][C:16]3([CH2:22][CH2:21][CH2:20][CH2:19]3)[S:15]2)=[CH:5][CH:4]=1)#[N:2].[CH2:23](Br)[CH:24]([CH3:26])[CH3:25]>>[CH2:23]([N:18]1[CH2:17][C:16]2([CH2:19][CH2:20][CH2:21][CH2:22]2)[S:15][C:14]1=[N:13][C:6]1[C:7]2[C:12](=[CH:11][CH:10]=[CH:9][CH:8]=2)[C:3]([C:1]#[N:2])=[CH:4][CH:5]=1)[CH:24]([CH3:26])[CH3:25]. Procedure: 1-Amino-1-(hydroxymethyl)cyclopentane was synthesized as described in Method B1c. The 2-hydroxyethylamine was reacted with SOCl2 according to Method B7a to give 1-amino-1-(chloromethyl)cyclopentane HCl salt. 1-Amino-4-cyanonaphthalene was converted into 4-cyano-1-naphthyl isothiocyanate according to Method A2a, Step 3. The 2-chloroethylamine was reacted with 4-cyano-1-naphthyl isothiocyanate to Method C1a to give 2-(4-cyano-1-naphthylimino)-1-thia-3-azaspiro[4.4]nonane. The thiazolidine was reac... The reactants are O=C([O-])[O-], COc1cc(C#N)cc(OC)c1, CCO, Cl, [K+], [K+], NO. Yields the product COc1cc(OC)cc(C(N)=NO)c1. As a reaction SMILES: [C:16](=[O:17])([O-:18])[O-:19].[CH3:1][O:2][c:3]1[cH:4][c:5]([C:6]#[N:7])[cH:8][c:9]([O:11][CH3:12])[cH:10]1.[CH3:22][CH2:23][OH:24].[ClH:13].[K+:20].[K+:21].[NH2:14][OH:15]>>[CH3:1][O:2][c:3]1[cH:4][c:5]([C:6]([NH2:7])=[N:14][OH:15])[cH:8][c:9]([O:11][CH3:12])[cH:10]1. Reactants: C(C)(C)(C)OC(N[C@@H]1CC[C@H](CC1)C=NCC1=CC=CC=C1)=O (trans-[4-(benzylimino-methyl)-cyclohexyl]-carbamic acid tert-butyl ester), C(C(=O)O)(=O)O (oxalic acid). Run in O.C1CCOC1 (water THF). Yields the product C(C)(C)(C)OC(N[C@@H]1CC[C@H](CC1)C=O)=O (trans-(4-Formyl-cyclohexyl)-carbamic acid tert-butyl ester). The yield is 71.5%. As a reaction SMILES: [C:1]([O:5][C:6](=[O:23])[NH:7][C@H:8]1[CH2:13][CH2:12][C@H:11]([CH:14]=NCC2C=CC=CC=2)[CH2:10][CH2:9]1)([CH3:4])([CH3:3])[CH3:2].C(O)(=O)C(O)=[O:26]>O.C1COCC1>[C:1]([O:5][C:6](=[O:23])[NH:7][C@H:8]1[CH2:13][CH2:12][C@H:11]([CH:14]=[O:26])[CH2:10][CH2:9]1)([CH3:4])([CH3:3])[CH3:2] |f:2.3|. Reported procedure: A solution of trans-[4-(benzylimino-methyl)-cyclohexyl]-carbamic acid tert-butyl ester (2.50 g, 8.00 mmol) and oxalic acid (0.80 g) in water/THF (50 mL, 1:1) was stirred for 10 h at room temperature. The reaction mixture was concentrated under reduced pressure and methylene chloride (50 mL) was added to the residue. The organic phase was dried and concentrated under reduced pressure to give trans-(4-Formyl-cyclohexyl)-carbamic acid tert-butyl ester (1.3 g, 80%). The reactants are C(C1=CC=CC=C1)C=1N=C(NC1)C(=O)N[C@H](C)C(=O)N[C@@H]1[C@H](OC(C1)=O)OCC1=CC=CC=C1 ((2R,S,3S) N2-(4-Benzylimidazole-2-carbonyl)-N-(tetrahydro-2-benzyloxy-5-oxo-3-furanyl)-L-alaninamide), [K+].[Br-] (KBr). Product: C1(=CC=CC=C1)CCC=1N=C(NC1)C(=O)N[C@H](C)C(=O)N[C@@H]1[C@H](OC(C1)=O)OCC1=CC=CC=C1 ((2R,S,3S) N2-[4-(2-Phenylethyl)imidazole-2-carbonyl]-N-(tetrahydro-2-benzyloxy-5-oxo-3-furanyl)-L-alaninamide). As a reaction SMILES: [CH2:1]([C:8]1[N:9]=[C:10]([C:13]([NH:15][C@@H:16]([C:18]([NH:20][C@H:21]2[CH2:25][C:24](=[O:26])[O:23][C@@H:22]2[O:27][CH2:28][C:29]2[CH:34]=[CH:33][CH:32]=[CH:31][CH:30]=2)=[O:19])[CH3:17])=[O:14])[NH:11][CH:12]=1)C1C=CC=CC=1.[K+].[Br-]>>[C:29]1([CH2:28][CH2:1][C:8]2[N:9]=[C:10]([C:13]([NH:15][C@@H:16]([C:18]([NH:20][C@H:21]3[CH2:25][C:24](=[O:26])[O:23][C@@H:22]3[O:27][CH2:28][C:29]3[CH:34]=[CH:33][CH:32]=[CH:31][CH:30]=3)=[O:19])[CH3:17])=[O:14])[NH:11][CH:12]=2)[CH:34]=[CH:33][CH:32]=[CH:31][CH:30]=1 |f:1.2|. Reported procedure: (2R,S,3S) N2-(4-Benzylimidazole-2-carbonyl)-N-(tetrahydro-2-benzyloxy-5-oxo-3-furanyl)-L-alaninamide (17b), was isolated (75%) as a pale yellow glass: IR (KBr) 3294, 3031, 2937, 1792, 1650, 1530, 1453, 1444, 1119; 1H NMR(CDCl3) δ 7.99 (brm), 7.75 (brd), 7.36-7.11 (10H, m), 6.81 (1H, s), 5.51, 5.45 (d, s, J=5.3), 4.85-4.47 (4H, m), 3.95 (2H, s), 3.04-2.72 (1H, m), 2.48-2.35 (1H, m), 1.44 (d, J=6.9), 1.43 (d, J=7.1). (2R,S,3S) N2-[4-(2-Phenylethyl)imidazole-2-carbonyl]-N-(tetrahydro-2-benzyloxy-5-...